Dataset: the Open Reaction Database (ORD), a public repository of structured organic reaction records. Task: describe an organic reaction: reactants, conditions, products, and yield The reactants are NC(=O)c1ccccc1-c1ccc(CBr)cc1, COC(=O)c1cccc([N+](=O)[O-])c1NC(=O)OC(C)(C)C, CC#N, [K+], [K+], O=C([O-])[O-], O. Product: COC(=O)c1cccc([N+](=O)[O-])c1N(Cc1ccc(-c2ccccc2C(N)=O)cc1)C(=O)OC(C)(C)C. Reaction SMILES: [Br:22][CH2:23][c:24]1[cH:25][cH:26][c:27](-[c:30]2[c:31]([C:36](=[O:37])[NH2:38])[cH:32][cH:33][cH:34][cH:35]2)[cH:28][cH:29]1.[C:1]([CH3:2])([CH3:3])([CH3:4])[O:5][C:6](=[O:7])[NH:8][c:9]1[c:10]([C:11](=[O:12])[O:13][CH3:14])[cH:15][cH:16][cH:17][c:18]1[N+:19](=[O:20])[O-:21].[CH3:46][C:47]#[N:48].[K+:39].[K+:40].[O-:41][C:42]([O-:43])=[O:44].[OH2:45]>>[C:1]([CH3:2])([CH3:3])([CH3:4])[O:5][C:6](=[O:7])[N:8]([c:9]1[c:10]([C:11](=[O:12])[O:13][CH3:14])[cH:15][cH:16][cH:17][c:18]1[N+:19](=[O:20])[O-:21])[CH2:23][c:24]1[cH:25][cH:26][c:27](-[c:30]2[c:31]([C:36](=[O:37])[NH2:38])[cH:32][cH:33][cH:34][cH:35]2)[cH:28][cH:29]1. Starting materials: C(#C)C=1C=NN2C1N=C(C=C2C(F)(F)F)C2=CC=C(C=C2)C(F)(F)F (3-ethynyl-7-trifluoromethyl-5-(4-trifluoromethyl-phenyl)-pyrazolo[1,5-a]pyrimidine), BrC1=CC=C(C(C)O)C=C1 (4-bromo-methylbenzylalcohol). Product: FC(C1=CC(=NC=2N1N=CC2C#CC2=CC=C(C=C2)C(C)O)C2=CC=C(C=C2)C(F)(F)F)(F)F (1-{4-[7-Trifluoromethyl-5-(4-trifluoromethyl-phenyl)-pyrazolo[1,5-a]pyrimidin-3-ylethynyl]-phenyl}-ethanol), solid. Isolated yield 24.0%. RXN SMILES: [C:1]([C:3]1[CH:4]=[N:5][N:6]2[C:11]([C:12]([F:15])([F:14])[F:13])=[CH:10][C:9]([C:16]3[CH:21]=[CH:20][C:19]([C:22]([F:25])([F:24])[F:23])=[CH:18][CH:17]=3)=[N:8][C:7]=12)#[CH:2].Br[C:27]1[CH:35]=[CH:34][C:30]([CH:31]([OH:33])[CH3:32])=[CH:29][CH:28]=1>>[F:15][C:12]([F:14])([F:13])[C:11]1[N:6]2[N:5]=[CH:4][C:3]([C:1]#[C:2][C:27]3[CH:35]=[CH:34][C:30]([CH:31]([OH:33])[CH3:32])=[CH:29][CH:28]=3)=[C:7]2[N:8]=[C:9]([C:16]2[CH:21]=[CH:20][C:19]([C:22]([F:25])([F:24])[F:23])=[CH:18][CH:17]=2)[CH:10]=1. Procedure: The title compound was prepared from 3-ethynyl-7-trifluoromethyl-5-(4-trifluoromethyl-phenyl)-pyrazolo[1,5-a]pyrimidine (example C.1) (355 mg, 1.0 mmol) and commercially available 4-bromo-methylbenzylalcohol (181 mg, 1.0 mmol, [CAS 5391-88-8]) according to general procedure II. Obtained as an orange solid (115 mg, 24%). MS (ISP) 476.2[(M+H)+]; mp 175-178° C.